This data is from the Open Reaction Database (ORD), a public repository of structured organic reaction records. The task is: describe an organic reaction: reactants, conditions, products, and yield Reactants: ice water, C(O)([O-])=O.[Na+] (sodium hydrogencarbonate), COC1=CC(=C(C=C1)NC)N (4-methoxy-N-methyl-1,2-phenylenediamine), COC(=O)COC1=CC=C(CC2C(NC(S2)=O)=O)C=C1 (5-(4-methoxycarbonylmethoxybenzyl)thiazolidine-2,4-dione), Cl (hydrochloric acid). The solvent is O1CCOCC1 (1,4-dioxane). Product: COC1=CC2=C(N(C(=N2)COC2=CC=C(CC3C(NC(S3)=O)=O)C=C2)C)C=C1 (5-[4-(5-Methoxy-1-methylbenzimidazol-2-ylmethoxy)benzyl]thiazolidine-2,4-dione). Yield: 9.8%. As a reaction SMILES: [CH3:1][O:2][C:3]1[CH:8]=[CH:7][C:6]([NH:9][CH3:10])=[C:5]([NH2:11])[CH:4]=1.CO[C:14]([CH2:16][O:17][C:18]1[CH:31]=[CH:30][C:21]([CH2:22][CH:23]2[S:27][C:26](=[O:28])[NH:25][C:24]2=[O:29])=[CH:20][CH:19]=1)=O.Cl.C(=O)([O-])O.[Na+]>O1CCOCC1>[CH3:1][O:2][C:3]1[CH:8]=[CH:7][C:6]2[N:9]([CH3:10])[C:14]([CH2:16][O:17][C:18]3[CH:19]=[CH:20][C:21]([CH2:22][CH:23]4[S:27][C:26](=[O:28])[NH:25][C:24]4=[O:29])=[CH:30][CH:31]=3)=[N:11][C:5]=2[CH:4]=1 |f:3.4|. Procedure: A mixture of 1.17 g of 4-methoxy-N-methyl-1,2-phenylenediamine (prepared as described in Preparation 25), 3.0 g of 5-(4-methoxycarbonylmethoxybenzyl)thiazolidine-2,4-dione (prepared as described in Preparation 21), 20 ml of 1,4-dioxane and 60 ml of concentrated hydrochloric acid was heated under reflux for 2 days. At the end of this time, the reaction mixture was poured into ice-water and the resulting mixture was neutralized with sodium hydrogencarbonate, after which it was extracted with ethyl... Reactants: BrCc1ccccc1, CC(C)(C)OC(=O)N1CCC23CCCCC2C1Cc1ccc(OC(=O)C(C)(C)C)cc13, ClCCl, Cl, C1COCCO1. Product: CC(C)(C)C(=O)Oc1ccc2c(c1)C13CCCCC1C(C2)N(Cc1ccccc1)CC3. Reaction SMILES: [Br:39][CH2:40][c:41]1[cH:42][cH:43][cH:44][cH:45][cH:46]1.[C:1]([O:2][C:3]([CH3:4])([CH3:5])[CH3:6])(=[O:7])[N:8]1[CH:9]2[CH:10]3[CH2:11][CH2:12][CH2:13][CH2:14][C:15]3([c:16]3[cH:17][c:18]([O:23][C:24]([C:25]([CH3:26])([CH3:27])[CH3:28])=[O:29])[cH:19][cH:20][c:21]3[CH2:22]2)[CH2:30][CH2:31]1.[Cl:47][CH2:48][Cl:49].[ClH:32].[O:33]1[CH2:34][CH2:35][O:36][CH2:37][CH2:38]1>>[CH2:1]([N:8]1[CH:9]2[CH:10]3[CH2:11][CH2:12][CH2:13][CH2:14][C:15]3([c:16]3[cH:17][c:18]([O:23][C:24]([C:25]([CH3:26])([CH3:27])[CH3:28])=[O:29])[cH:19][cH:20][c:21]3[CH2:22]2)[CH2:30][CH2:31]1)[c:41]1[cH:42][cH:43][cH:44][cH:45][cH:46]1. The reactants are N#CCC(=O)ON1C(=O)CCC1=O, Cl, N#Cc1ccn2ncc(-c3ncc4[nH]c(=O)n(C5CCCNC5)c4n3)c2c1, CN(C)C=O. The product is N#CCC(=O)N1CCCC(n2c(=O)[nH]c3cnc(-c4cnn5ccc(C#N)cc45)nc32)C1. As a reaction SMILES: [C:29](#[N:30])[CH2:31][C:32](=[O:33])[O:34][N:35]1[C:36](=[O:37])[CH2:38][CH2:39][C:40]1=[O:41].[ClH:1].[O:2]=[c:3]1[n:4]([CH:23]2[CH2:24][NH:25][CH2:26][CH2:27][CH2:28]2)[c:5]2[n:6][c:7](-[c:12]3[cH:13][n:14][n:15]4[c:16]3[cH:17][c:18]([C:21]#[N:22])[cH:19][cH:20]4)[n:8][cH:9][c:10]2[nH:11]1.[O:42]=[CH:43][N:44]([CH3:45])[CH3:46]>>[O:2]=[c:3]1[n:4]([CH:23]2[CH2:24][N:25]([C:32]([CH2:31][C:29]#[N:30])=[O:33])[CH2:26][CH2:27][CH2:28]2)[c:5]2[n:6][c:7](-[c:12]3[cH:13][n:14][n:15]4[c:16]3[cH:17][c:18]([C:21]#[N:22])[cH:19][cH:20]4)[n:8][cH:9][c:10]2[nH:11]1. The reactants are CN(C1CN(CC1)C1=CC=C(C(=O)OCC)C=C1)C (ethyl 4-(3-dimethylaminopyrrolidin-1-yl)benzoate), O.NN (hydrazine hydrate). Run in C(C)O (ethanol). Conditions: temperature 5 celsius. The product is CN(C1CN(CC1)C1=CC=C(C(=O)NN)C=C1)C (4-(3-Dimethylaminopyrrolidin-1-yl)benzohydrazide). Reaction SMILES: [CH3:1][N:2]([CH3:19])[CH:3]1[CH2:7][CH2:6][N:5]([C:8]2[CH:18]=[CH:17][C:11]([C:12](OCC)=[O:13])=[CH:10][CH:9]=2)[CH2:4]1.O.[NH2:21][NH2:22]>C(O)C>[CH3:1][N:2]([CH3:19])[CH:3]1[CH2:7][CH2:6][N:5]([C:8]2[CH:18]=[CH:17][C:11]([C:12]([NH:21][NH2:22])=[O:13])=[CH:10][CH:9]=2)[CH2:4]1 |f:1.2|. Reported procedure: A mixture of ethyl 4-(3-dimethylaminopyrrolidin-1-yl)benzoate (2.0 g), hydrazine hydrate (3.8 g) and ethanol (7 ml) was boiled under reflux for 15 hours. After cooling to 5° C., the resulting precipitate was filtered off with suction. The product with the molecular weight of 248.33 (C13H20N4O) was obtained in this way; MS (ESI): 249 (M+H+). Reactants: ClC1=C(C=CC=C1)S (2-chloro-benzenethiol), BrC1=C(C=CC(=C1)F)I (2-bromo-4-fluoro-1-iodo-benzene). The product is BrC1=C(C=CC(=C1)F)SC1=C(C=CC=C1)Cl (1-Bromo-2-(2-chloro-phenylsulfanyl)-5-fluoro-benzene). Reaction SMILES: [Cl:1][C:2]1[CH:7]=[CH:6][CH:5]=[CH:4][C:3]=1[SH:8].[Br:9][C:10]1[CH:15]=[C:14]([F:16])[CH:13]=[CH:12][C:11]=1I>>[Br:9][C:10]1[CH:15]=[C:14]([F:16])[CH:13]=[CH:12][C:11]=1[S:8][C:3]1[CH:4]=[CH:5][CH:6]=[CH:7][C:2]=1[Cl:1]. Procedure details: Prepared from 2-chloro-benzenethiol and 2-bromo-4-fluoro-1-iodo-benzene. The reactants are CCN(CC)CCCNc1nn(CCCN(CC)CC)c2ccccc12, [K+], [OH-], O, O=S(=O)(O)O. The product is CCN(CC)CCCNc1nn(CCCN(CC)CC)c2ccc(O)cc12. As a reaction SMILES: [CH2:1]([CH3:2])[N:3]([CH2:4][CH2:5][CH2:6][n:7]1[n:8][c:9]([NH:16][CH2:17][CH2:18][CH2:19][N:20]([CH2:21][CH3:22])[CH2:23][CH3:24])[c:10]2[cH:11][cH:12][cH:13][cH:14][c:15]12)[CH2:25][CH3:26].[K+:33].[OH-:32].[OH2:34].[S:27]([OH:28])(=[O:29])(=[O:30])[OH:31]>>[CH2:1]([CH3:2])[N:3]([CH2:4][CH2:5][CH2:6][n:7]1[n:8][c:9]([NH:16][CH2:17][CH2:18][CH2:19][N:20]([CH2:21][CH3:22])[CH2:23][CH3:24])[c:10]2[cH:11][c:12]([OH:28])[cH:13][cH:14][c:15]12)[CH2:25][CH3:26]. The reactants are COC(=O)C1=CN=C(S1)N (2-Amino-thiazole-5-carboxylic acid methyl ester), C12(CC3CC(CC(C1)C3)C2)C(=O)O (1-adamantanecarboxylic acid). Yields the product COC(=O)C1=CNC(S1)=NC(=O)C12CC3CC(CC(C1)C3)C2 (2-(Adamantane-1-carbonylimino)-2,3-dihydro-thiazole-5-carboxylic acid methyl ester). Isolated yield 39.3%. Reaction SMILES: [CH3:1][O:2][C:3]([C:5]1[S:9][C:8]([NH2:10])=[N:7][CH:6]=1)=[O:4].[C:11]12([C:21](O)=[O:22])[CH2:20][CH:15]3[CH2:16][CH:17]([CH2:19][CH:13]([CH2:14]3)[CH2:12]1)[CH2:18]2>>[CH3:1][O:2][C:3]([C:5]1[S:9][C:8](=[N:10][C:21]([C:11]23[CH2:20][CH:15]4[CH2:14][CH:13]([CH2:19][CH:17]([CH2:16]4)[CH2:18]2)[CH2:12]3)=[O:22])[NH:7][CH:6]=1)=[O:4]. Procedure: 2-Amino-thiazole-5-carboxylic acid methyl ester (1.58 g, 10.0 mmole) and 1-adamantanecarboxylic acid (1.98 g, 11 mmol) were processed as described in Example 3B to afford 1.26 g (49%) of the title compound. 1H NMR (300 MHz, DMSO-d6) δ ppm 1.62-1.79 (m, 6 H) 1.86 (d, J=3 Hz, 6 H) 1.99 (s, 3 H) 3.26 (s, 3 H) 3.64-3.81 (s, 3 H) 8.30 (s, 1 H); MS (DCI/NH3) m/z 321 (M+H) Starting materials: P(=O)([O-])([O-])[O-].[K+].[K+].[K+] (potassium phosphate), bis[di-tert-butyl(4-dimethylaminophenyl)phosphine]dichloropalladium(II), FC1=NC=CC=C1B(O)O (2-fluoropyridin-3-ylboronic acid), BrC1=CC=2[C@]3(C4=CC(=CC=C4OC2C=C1)OCC(C)(C)C)COCC(=N3)N ((3R)-2′-bromo-7′-(2,2-dimethylpropoxy)-6H-spiro[1,4-oxazine-3,9′-xanthen]-5-amine), O (Water). The solvent is O1CCOCC1 (dioxane). Reaction conditions: temperature 135 celsius. The product is CC(COC1=CC=2[C@@]3(C4=CC(=CC=C4OC2C=C1)C=1C(=NC=CC1)F)COCC(=N3)N)(C)C ((3S)-2′-(2,2-dimethylpropoxy)-7′-(2-fluoro-3-pyridinyl)-6H-spiro[1,4-oxazine-3,9′-xanthen]-5-amine). Reaction SMILES: P([O-])([O-])([O-])=O.[K+].[K+].[K+].[F:9][C:10]1[C:15](B(O)O)=[CH:14][CH:13]=[CH:12][N:11]=1.Br[C:20]1[CH:33]=[CH:32][C:31]2[O:30][C:29]3[C:24](=[CH:25][C:26]([O:34][CH2:35][C:36]([CH3:39])([CH3:38])[CH3:37])=[CH:27][CH:28]=3)[C@@:23]3([N:44]=[C:43]([NH2:45])[CH2:42][O:41][CH2:40]3)[C:22]=2[CH:21]=1.O>O1CCOCC1>[CH3:37][C:36]([CH3:39])([CH3:38])[CH2:35][O:34][C:26]1[CH:27]=[CH:28][C:29]2[O:30][C:31]3[C:22](=[CH:21][C:20]([C:15]4[C:10]([F:9])=[N:11][CH:12]=[CH:13][CH:14]=4)=[CH:33][CH:32]=3)[C@:23]3([N:44]=[C:43]([NH2:45])[CH2:42][O:41][CH2:40]3)[C:24]=2[CH:25]=1 |f:0.1.2.3|. Procedure details: In a microwave vessel, potassium phosphate (0.012 g, 0.056 mmol), bis[di-tert-butyl(4-dimethylaminophenyl)phosphine]dichloropalladium(II) (0.985 mg, 1.391 μmol) and 2-fluoropyridin-3-ylboronic acid (5.23 mg, 0.037 mmol) were loaded as solids, and (3R)-2′-bromo-7′-(2,2-dimethylpropoxy)-6H-spiro[1,4-oxazine-3,9′-xanthen]-5-amine (0.008 g, 0.019 mmol) was added via cannula as a solution in dioxane (1 mL). Water (0.25 mL) was added to the vessel, and the mixture was purged with argon gas, then the v... Starting materials: NNC(=O)c1ccccc1Br, O=S(=O)(Cl)c1ccccc1, c1ccncc1. Yields the product O=C(NNS(=O)(=O)c1ccccc1)c1ccccc1Br. RXN SMILES: [Br:1][c:2]1[c:3]([C:4](=[O:5])[NH:6][NH2:7])[cH:8][cH:9][cH:10][cH:11]1.[c:12]1([S:18](=[O:19])(=[O:20])[Cl:21])[cH:13][cH:14][cH:15][cH:16][cH:17]1.[cH:22]1[cH:23][cH:24][n:25][cH:26][cH:27]1>>[Br:1][c:2]1[c:3]([C:4](=[O:5])[NH:6][NH:7][S:18]([c:12]2[cH:13][cH:14][cH:15][cH:16][cH:17]2)(=[O:19])=[O:20])[cH:8][cH:9][cH:10][cH:11]1. Reactants: C(C)I (ethyl iodide), C[Si]([N-][Si](C)(C)C)(C)C.[Li+] (lithium hexamethyldisilazide), CN(C(=O)N1CC2C(C1)CC(C2)C#N)C (5-cyano-hexahydro-cyclopenta[c]pyrrole-2-carboxylic acid dimethylamide). Solvent: O (water), O1CCCC1 (tetrahydrofuran). Yields the product CN(C(=O)N1CC2C(C1)CC(C2)(CC)C#N)C (5-cyano-5-ethyl-hexahydro-cyclopenta[c]pyrrole-2-carboxylic acid dimethylamide). Yield: 48.1%. RXN SMILES: [CH3:1][N:2]([CH3:15])[C:3]([N:5]1[CH2:9][CH:8]2[CH2:10][CH:11]([C:13]#[N:14])[CH2:12][CH:7]2[CH2:6]1)=[O:4].[CH2:16](I)[CH3:17].C[Si](C)(C)[N-][Si](C)(C)C.[Li+]>O1CCCC1.O>[CH3:1][N:2]([CH3:15])[C:3]([N:5]1[CH2:9][CH:8]2[CH2:10][C:11]([C:13]#[N:14])([CH2:16][CH3:17])[CH2:12][CH:7]2[CH2:6]1)=[O:4] |f:2.3|. Reported procedure: 5-Cyano-hexahydro-cyclopenta[c]pyrrole-2-carboxylic acid dimethylamide 12a (3.0 g, 14.5 mmol) was dissolved in 60 mL of tetrahydrofuran with stirring followed by addition of ethyl iodide (4.52 g, 29 mmol) and lithium hexamethyldisilazide (29 mL, 29 mmol) under nitrogen atmosphere. The reaction mixture was reacted at room temperature for 2 hours. The reaction was monitored by TLC until the disappearance of the starting materials. The mixture was diluted with 20 mL of water and extracted with ethy...